This data is from the Open Reaction Database (ORD), a public repository of structured organic reaction records. The task is: describe an organic reaction: reactants, conditions, products, and yield Reactants: BrCCCCCC (1-bromohexane), CS(=O)([O-])=S.[Na+] (sodium methanethiosulfonate), CN(C)C=O (DMF). Run in O (water). Conditions: temperature 60 celsius. Product: CS(=O)(OCCCCCC)=S (Hexyl Methanethiosulfonate). The yield is 165.0%. Reaction SMILES: Br[CH2:2][CH2:3][CH2:4][CH2:5][CH2:6][CH3:7].[CH3:8][S:9](=[S:12])([O-:11])=[O:10].[Na+].CN(C=O)C>O>[CH3:8][S:9](=[S:12])([O:11][CH2:2][CH2:3][CH2:4][CH2:5][CH2:6][CH3:7])=[O:10] |f:1.2|. Procedure details: The reaction mixture of 1-bromohexane (1.046 g, 0.00635 mol), sodium methanethiosulfonate (0.850 g, 0.00635 mol) and dry DMF (6 mL) was heated at 60° C. for 2 hr. At room temperature, water (15 mL) was added and the resulting mixture was extracted with ether (3×30 mL). The extracts were washed with brine, dried, concentrated and the residue was subjected to flash column chromatography on silica gel with EtOAc-hexanes (1:4) to afford a colorless liquid (2.057 g, 82%). IR (CDCl3 cast): 3030 (w), 3...